Dataset: the Open Reaction Database (ORD), a public repository of structured organic reaction records. Task: describe an organic reaction: reactants, conditions, products, and yield Starting materials: Cl.NC1=CC2=C(NC(=NS2(=O)=O)C=2C(C(C3=CC=CC=C3C2O)(C)CCCC)=O)C=C1 (3-(7-amino-1,1-dioxido-4H-1,2,4-benzothiadiazin-3-yl)-1-butyl-4-hydroxy-1-methylnaphthalen-2(1 H)-one hydrochloride), S(=O)(=O)(C)Cl (mesyl chloride), N1=CC=CC=C1 (pyridine). The solvent is CC(=O)C (acetone). Yields the product C(CCC)C1(C(C(=C(C2=CC=CC=C12)O)C1=NS(C2=C(N1)C=CC(=C2)NS(=O)(=O)C)(=O)=O)=O)C (N-[3-(4-butyl-1-hydroxy-4-methyl-3-oxo-3,4-dihydronaphthalen-2-yl)-1,1-dioxido-4H-1,2,4-benzothiadiazin-7-yl]methanesulfonamide). The yield is 95.7%. RXN SMILES: Cl.[NH2:2][C:3]1[CH:31]=[CH:30][C:6]2[NH:7][C:8]([C:13]3[C:14](=[O:29])[C:15]([CH2:25][CH2:26][CH2:27][CH3:28])([CH3:24])[C:16]4[C:21]([C:22]=3[OH:23])=[CH:20][CH:19]=[CH:18][CH:17]=4)=[N:9][S:10](=[O:12])(=[O:11])[C:5]=2[CH:4]=1.[S:32](Cl)([CH3:35])(=[O:34])=[O:33].N1C=CC=CC=1>CC(C)=O>[CH2:25]([C:15]1([CH3:24])[C:16]2[C:21](=[CH:20][CH:19]=[CH:18][CH:17]=2)[C:22]([OH:23])=[C:13]([C:8]2[NH:7][C:6]3[CH:30]=[CH:31][C:3]([NH:2][S:32]([CH3:35])(=[O:34])=[O:33])=[CH:4][C:5]=3[S:10](=[O:12])(=[O:11])[N:9]=2)[C:14]1=[O:29])[CH2:26][CH2:27][CH3:28] |f:0.1|. Procedure details: A solution of Example 33B (0.052 g, 0.112 mmol), mesyl chloride (0.035 mL, 0.447 mmol), and pyridine (0.073 mL, 0.893 mmol) in acetone (1.5 mL) was stirred at 25° C. for 18 hours. The solution was partitioned between ethyl acetate and dilute citric acid and the layers were separated. The ethyl acetate layer was dried with sodium sulfate, filtered, and concentrated in vacuo. The residue was chromatographed on silica gel eluting with methylene chloride and 2.5% methanol in methylene chloride to gi... Starting materials: OC1=C(C=CC=C1O)C=1CCC(NN1)=O (6-(2,3-Dihydroxyphenyl)-4,5-dihydro-3(2H)-pyridazinone), ClCC1CN(C(O1)C1=CC=CC=C1)C(C)C (5-chloromethyl-3-isopropyl-2-phenyloxazolidine), C[O-].[Na+] (sodium methoxide). The product is OC1=C(C=CC=C1OCC1CN(C(O1)C1=CC=CC=C1)C(C)C)C=1CCC(NN1)=O (6-[2-hydroxy-3-(3-isopropyl-2-phenyl-5-oxazolidinylmethoxy)phenyl]-4,5-dihydro-3(2H)-pyridazinone). Reaction SMILES: [OH:1][C:2]1[C:7]([OH:8])=[CH:6][CH:5]=[CH:4][C:3]=1[C:9]1[CH2:10][CH2:11][C:12](=[O:15])[NH:13][N:14]=1.Cl[CH2:17][CH:18]1[O:22][CH:21]([C:23]2[CH:28]=[CH:27][CH:26]=[CH:25][CH:24]=2)[N:20]([CH:29]([CH3:31])[CH3:30])[CH2:19]1.C[O-].[Na+]>>[OH:1][C:2]1[C:7]([O:8][CH2:17][CH:18]2[O:22][CH:21]([C:23]3[CH:24]=[CH:25][CH:26]=[CH:27][CH:28]=3)[N:20]([CH:29]([CH3:31])[CH3:30])[CH2:19]2)=[CH:6][CH:5]=[CH:4][C:3]=1[C:9]1[CH2:10][CH2:11][C:12](=[O:15])[NH:13][N:14]=1 |f:2.3|. Reported procedure: 6-(2,3-Dihydroxyphenyl)-4,5-dihydro-3(2H)-pyridazinone was reacted with 5-chloromethyl-3-isopropyl-2-phenyloxazolidine in the presence of sodium methoxide to give 6-[2-hydroxy-3-(3-isopropyl-2-phenyl-5-oxazolidinylmethoxy)phenyl]-4,5-dihydro-3(2H)-pyridazinone. Starting materials: solution, C(C)[O-].[Na+] (sodium ethanolate), Cl (hydrochloric acid), C(C)OC(CS)=O (thioglycolic acid ethyl ester), BrC1=CC(=C2N=C(C(=NC2=C1)OC)OC)CBr (7-bromo-5-bromomethyl-2,3-dimethoxy-quinoxaline). Run in C(C)O (ethanol), C(C)O (ethanol), C(C)O (ethanol), O1CCCC1 (tetrahydrofuran). Run at temperature 20 celsius, time 1 hour. Product: C(C)OC(C(=O)SCC1=C2NC(CNC2=CC(=C1)Br)=O)=O (7-Bromo-2,3-dioxo-1,2,3,4-tetrahydroquinoxalin-5-ylmethylsulfanylacetic acid ethyl ester). Reaction SMILES: C([O-:3])C.[Na+].[CH2:5]([O:7][C:8](=[O:11])[CH2:9][SH:10])[CH3:6].[Br:12][C:13]1[CH:22]=[C:21]2[C:16]([N:17]=[C:18]([O:25]C)[C:19](OC)=[N:20]2)=[C:15]([CH2:27]Br)[CH:14]=1.Cl>C(O)C.O1CCCC1>[CH2:5]([O:7][C:8](=[O:11])[C:9]([S:10][CH2:27][C:15]1[CH:14]=[C:13]([Br:12])[CH:22]=[C:21]2[C:16]=1[NH:17][C:18](=[O:25])[CH2:19][NH:20]2)=[O:3])[CH3:6] |f:0.1|. Reported procedure: 1.5 ml (4 mmol) of a 21% solution of sodium ethanolate in ethanol are diluted with 10 ml of ethanol under nitrogen. 601 mg (5 mmol) of thioglycolic acid ethyl ester are added at 0° C. and the mixture is heated to 20° C. After one hour, 1.09 g (3 mmol) of 7-bromo-5-bromomethyl-2,3-dimethoxy-quinoxaline, 10 ml of ethanol and 10 ml of tetrahydrofuran are added. The mixture is stirred for 18 hours, acidified with 2 ml of 2N hydrochloric acid and concentrated by evaporation. The residue is extracted ... The reactants are C1(=CC=CC=C1)S(=O)(=O)N1C(=C2C=3C(=CC(=CC13)Cl)CCC2CC(=O)O)C(=O)OC (methyl 1-benzenesulfonyl-7-chloro-3-carboxymethyl-1,3,4,5-tetrahydrobenz[cd]indole-2-carboxylate), CO (MeOH), [OH-].[Na+] (NaOH), OS(=O)(=O)[O-].[K+] (KHSO4). Run in C1CCOC1 (THF). Run at time 19 hour. Yields the product ClC=1C=C2C=3C(=C(NC3C1)C(=O)O)C(CC2)CC(=O)O (7-Chloro-3-carboxymethyl-1,3,4,5-tetrahydrobenz[cd]indole-2-carboxylic acid). Isolated yield 58.1%. Reaction SMILES: C1(S([N:10]2[C:18]3[CH:17]=[C:16]([Cl:19])[CH:15]=[C:14]4[CH2:20][CH2:21][CH:22]([CH2:23][C:24]([OH:26])=[O:25])[C:12]([C:13]=34)=[C:11]2[C:27]([O:29]C)=[O:28])(=O)=O)C=CC=CC=1.CO.[OH-].[Na+].OS([O-])(=O)=O.[K+]>C1COCC1>[Cl:19][C:16]1[CH:15]=[C:14]2[CH2:20][CH2:21][CH:22]([CH2:23][C:24]([OH:26])=[O:25])[C:12]3=[C:11]([C:27]([OH:29])=[O:28])[NH:10][C:18]([CH:17]=1)=[C:13]23 |f:2.3,4.5|. Reported procedure: A solution of methyl 1-benzenesulfonyl-7-chloro-3-carboxymethyl-1,3,4,5-tetrahydrobenz[cd]indole-2-carboxylate (143 mg, 0.328 mmol) in a mixture of THF (2 mL), MeOH (2 mL), and 5N NaOH (2 mL) was stirred for 19 h at room temperature, acidified to pH 3 with 5% KHSO4, and extracted with ethyl acetate. The organic layer was washed successively with water and brine, dried over magnesium sulfate, and concentrated. The residue was rinsed with dichloroethane and dried in vacuo to give 56 mg of the titl... The reactants are CO (Methanol), FC1=C(C=CC=C1F)CC(=O)Cl (2,3-difluorophenylacetyl chloride), C(C)(C)(C)OC(NC1CCC(CC1)C1=NC2=C(C=C1)NC=C2)=O ([4-(1H-pyrrolo[2,3-]pyridin-5-yl)-cyclohexyl]-carbamic acid tert-butyl ester), [Al+3].[Cl-].[Cl-].[Cl-] (AlCl3), ClC1=C(C=CC=C1Cl)C=1C=NOC1C1=CNC2=NC=CC=C21 (3-[4-(2,3-Dichloro-phenyl)-isoxazol-5-yl]-1H-pyrrolo[2, 3-b]pyridine). Run in C(Cl)Cl (CH2Cl2). Conditions: temperature 0 celsius, time 1.5 hour. Yields the product NC1CCC(CC1)C=1C=C2C(=NC1)NC=C2C(CC2=C(C(=CC=C2)F)F)=O (1-[5-(4-Amino-cyclohexyl)-1H-pyrrolo[2,3-b]pyridin-3-yl ]-2-(2,3-difluoro-phenyl)-ethanone). The yield is 70.5%. Reaction SMILES: [F:1][C:2]1[C:7]([F:8])=[CH:6][CH:5]=[CH:4][C:3]=1[CH2:9][C:10](Cl)=[O:11].C(OC(=O)[NH:19][CH:20]1[CH2:25][CH2:24][CH:23]([C:26]2[CH:31]=[CH:30][C:29]3[NH:32][CH:33]=[CH:34]C=3N=2)[CH2:22][CH2:21]1)(C)(C)C.[Al+3].[Cl-].[Cl-].[Cl-].CO.ClC1C(Cl)=CC=CC=1C1[CH:51]=[N:52]OC=1C1C2C(=NC=CC=2)NC=1>C(Cl)Cl>[NH2:19][CH:20]1[CH2:21][CH2:22][CH:23]([C:26]2[CH:31]=[C:30]3[C:34]([C:10](=[O:11])[CH2:9][C:3]4[CH:4]=[CH:5][CH:6]=[C:7]([F:8])[C:2]=4[F:1])=[CH:33][NH:32][C:29]3=[N:52][CH:51]=2)[CH2:24][CH2:25]1 |f:2.3.4.5|. Procedure: A solution of 2,3-difluorophenylacetyl chloride (1.0 mmol) in CH2Cl 2(3 ml) was added dropwise to a mixture of [4-(1H-pyrrolo[2,3-]pyridin-5-yl)-cyclohexyl]-carbamic acid tert-butyl ester (280 mg, 0.88 mmol) and AlCl3 (612 mg, 4.6 mmol) in CH2Cl2(15 ml) at 0° C. After the addition, the reaction was stirred for 1.5 hrs at 0° C. Methanol (5 ml) was added to the reaction. After 1 hr. the reaction was evaporated and the resulting residue purified by flash chromatography to afford 1-[5-(4-Amino-cyclo... The reactants are OCCCBr, O=C([O-])[O-], CO, [K+], [K+], O=CN1CCNCC1. Yields the product O=CN1CCN(CCCO)CC1. RXN SMILES: [Br:9][CH2:10][CH2:11][CH2:12][OH:13].[C:14](=[O:15])([O-:16])[O-:17].[CH3:20][OH:21].[K+:18].[K+:19].[N:1]1([CH:7]=[O:8])[CH2:2][CH2:3][NH:4][CH2:5][CH2:6]1>>[N:1]1([CH:7]=[O:8])[CH2:2][CH2:3][N:4]([CH2:10][CH2:11][CH2:12][OH:13])[CH2:5][CH2:6]1. The reactants are C(C1=CC=CC=C1)N1C(C2(CC2)C(C1)=NO)=O (5-Benzyl-7-(hydroxyimino)-4-oxo-5-azaspiro[2.4]heptane), [H-].[Al+3].[Li+].[H-].[H-].[H-] (lithium aluminum hydride), O (water), [OH-].[Na+] (sodium hydroxide), O (water). Solvent: O1CCCC1 (tetrahydrofuran). Yields the product NC1CN(CC12CC2)CC2=CC=CC=C2 (7-amino-5-benzyl-5-azaspiro[2.4]heptane). As a reaction SMILES: [CH2:1]([N:8]1[CH2:14][C:13](=[N:15]O)[C:10]2([CH2:12][CH2:11]2)[C:9]1=O)[C:2]1[CH:7]=[CH:6][CH:5]=[CH:4][CH:3]=1.[H-].[Al+3].[Li+].[H-].[H-].[H-].O.[OH-].[Na+]>O1CCCC1>[NH2:15][CH:13]1[C:10]2([CH2:12][CH2:11]2)[CH2:9][N:8]([CH2:1][C:2]2[CH:7]=[CH:6][CH:5]=[CH:4][CH:3]=2)[CH2:14]1 |f:1.2.3.4.5.6,8.9|. Reported procedure: In 80 ml of dry tetrahydrofuran was dissolved 490 mg of compound 5 followed by addition of 500 mg of lithium aluminum hydride and the mixture was refluxed for 8 hours. Then, at room temperature, 0.5 ml of water, 0.5 ml of 15% aqueous sodium hydroxide and 1.5 ml of water were added thereto in the order mentioned and the insolubles were filtered off. The filtrate was concentrated under reduced pressure to give 7-amino-5-benzyl-5-azaspiro[2.4]heptane (compound 6). This product was dissolved as it w...